This data is from the Open Reaction Database (ORD), a public repository of structured organic reaction records. The task is: describe an organic reaction: reactants, conditions, products, and yield Starting materials: CCCC(=O)Nc1ccc(OC)c(C2CCN(CCCN)CC2)c1, O=C(Cl)C(c1ccccc1)c1ccccc1. The product is CCCC(=O)Nc1ccc(OC)c(C2CCN(CCCNC(=O)C(c3ccccc3)c3ccccc3)CC2)c1. RXN SMILES: [NH2:17][CH2:18][CH2:19][CH2:20][N:21]1[CH2:22][CH2:23][CH:24]([c:27]2[cH:28][c:29]([NH:35][C:36]([CH2:37][CH2:38][CH3:39])=[O:40])[cH:30][cH:31][c:32]2[O:33][CH3:34])[CH2:25][CH2:26]1.[c:1]1([CH:7]([C:8](=[O:9])[Cl:10])[c:11]2[cH:12][cH:13][cH:14][cH:15][cH:16]2)[cH:2][cH:3][cH:4][cH:5][cH:6]1>>[c:1]1([CH:7]([C:8](=[O:9])[NH:17][CH2:18][CH2:19][CH2:20][N:21]2[CH2:22][CH2:23][CH:24]([c:27]3[cH:28][c:29]([NH:35][C:36]([CH2:37][CH2:38][CH3:39])=[O:40])[cH:30][cH:31][c:32]3[O:33][CH3:34])[CH2:25][CH2:26]2)[c:11]2[cH:12][cH:13][cH:14][cH:15][cH:16]2)[cH:2][cH:3][cH:4][cH:5][cH:6]1. The product is ClC1=CC=C2C=C(C=NC2=C1)OC1=CC=C(OC(C(=O)N)C)C=C1 (2-[4-(7-chloroquinolin-3-yloxy)phenoxy]propionamide). Run at temperature 60 celsius, time 8 hour. As a reaction SMILES: [NH3:1].[Cl:2][C:3]1[CH:12]=[C:11]2[C:6]([CH:7]=[C:8]([O:13][C:14]3[CH:27]=[CH:26][C:17]([O:18][CH:19]([CH3:25])[C:20](OCC)=[O:21])=[CH:16][CH:15]=3)[CH:9]=[N:10]2)=[CH:5][CH:4]=1>CC(C)=O>[Cl:2][C:3]1[CH:12]=[C:11]2[C:6]([CH:7]=[C:8]([O:13][C:14]3[CH:27]=[CH:26][C:17]([O:18][CH:19]([CH3:25])[C:20]([NH2:1])=[O:21])=[CH:16][CH:15]=3)[CH:9]=[N:10]2)=[CH:5][CH:4]=1. The solvent is CC(=O)C (acetone). Procedure details: Concentrated ammonia was added at 20° C. to a solution of ethyl 2-[4-(7-chloroquinolin-3-yloxy)phenoxy]propionate (3.0 g) (see Example 5) in acetone (50 ml) until the mixture just began to turn cloudy. The mixture was then heated at 60° C. for 8 hours and allowed to cool and stand overnight. Colourless crystals (1.5 g) 2-[4-(7-chloroquinolin-3-yloxy)phenoxy]propionamide were collected by filtration. The compound was characterised by its proton magnetic resonance spectrum. (Table 3). Reactants: N (ammonia), ClC1=CC=C2C=C(C=NC2=C1)OC1=CC=C(OC(C(=O)OCC)C)C=C1 (Ethyl 2-{4-[(7-chloroquinolin-3-yl)oxy]phenoxy}propionate). Starting materials: BrC1=C(C=CC=C1)C1=NN=NN1 (5-(2-bromophenyl)-1H-tetrazole), CC(C)(C)O (tBuOH), OS(=O)(=O)O (H2SO4). Run at time 18 hour. Yields the product C(C)(C)(C)N1N=NN=C1C1=C(C=CC=C1)Br (1-tert-Butyl-5-(2-bromophenyl)-1H-tetrazole). As a reaction SMILES: [Br:1][C:2]1[CH:7]=[CH:6][CH:5]=[CH:4][C:3]=1[C:8]1[NH:12][N:11]=[N:10][N:9]=1.[CH3:13][C:14](O)([CH3:16])[CH3:15].OS(O)(=O)=O>FC(F)(F)C(O)=O>[C:14]([N:9]1[C:8]([C:3]2[CH:4]=[CH:5][CH:6]=[CH:7][C:2]=2[Br:1])=[N:12][N:11]=[N:10]1)([CH3:16])([CH3:15])[CH3:13]. Run in FC(C(=O)O)(F)F (trifluoroacetic acid). The yield is 67.1%. Procedure: To a solution of 5-(2-bromophenyl)-1H-tetrazole (7.9 g, 0.035 mol) in trifluoroacetic acid (35 mL) was added tBuOH (5.2 g, 0.070 mol) and H2SO4 (1.0 mL, 0.0175 mol). After 18 h, the solution was concentrated and the residue was taken up in EtOAc. The mixture was washed with water, 2.5 N NaOH, water, dried (MgSO4), and concentrated. Purification by flash chromatography (20% EtOAc/hexane) gave 6.6 g (67%) of product as a pale yellow oil. The reactants are CCOC(=O)c1cn2c3c(c(F)c(F)cc3c1=O)OCC2C, C1CCOC1, [K+], [OH-]. The product is CC1COc2c(F)c(F)cc3c(=O)c(C(=O)O)cn1c23. Reaction SMILES: [CH2:1]([CH3:2])[O:3][C:4](=[O:5])[c:6]1[c:7](=[O:22])[c:8]2[cH:9][c:10]([F:21])[c:11]([F:20])[c:12]3[c:13]2[n:14]([cH:19]1)[CH:15]([CH3:18])[CH2:16][O:17]3.[CH2:25]1[O:26][CH2:27][CH2:28][CH2:29]1.[K+:24].[OH-:23]>>[O:3]=[C:4]([OH:5])[c:6]1[c:7](=[O:22])[c:8]2[cH:9][c:10]([F:21])[c:11]([F:20])[c:12]3[c:13]2[n:14]([cH:19]1)[CH:15]([CH3:18])[CH2:16][O:17]3. The reactants are C1CCOC1, [H-], CI, [Na+], O, OCCCCc1cccs1. Product: COCCCCc1cccs1. RXN SMILES: [CH2:16]1[O:17][CH2:18][CH2:19][CH2:20]1.[H-:11].[I:13][CH3:14].[Na+:12].[OH2:15].[s:1]1[c:2]([CH2:6][CH2:7][CH2:8][CH2:9][OH:10])[cH:3][cH:4][cH:5]1>>[s:1]1[c:2]([CH2:6][CH2:7][CH2:8][CH2:9][O:10][CH3:14])[cH:3][cH:4][cH:5]1. The reactants are CC(C)(C)OC(=O)n1nc(NC(=O)c2ccc(N3CCOCC3)cc2)c2nc(C(=O)NC(C)(C)c3ccccc3)sc21, CCO, [Cl-], Cl, [Na+], C1COCCO1. The product is CC(C)(NC(=O)c1nc2c(NC(=O)c3ccc(N4CCOCC4)cc3)n[nH]c2s1)c1ccccc1. Reaction SMILES: [CH3:1][C:2]([CH3:3])([c:4]1[cH:5][cH:6][cH:7][cH:8][cH:9]1)[NH:10][C:11](=[O:12])[c:13]1[s:14][c:15]2[c:16]([n:17]1)[c:18]([NH:28][C:29]([c:30]1[cH:31][cH:32][c:33]([N:36]3[CH2:37][CH2:38][O:39][CH2:40][CH2:41]3)[cH:34][cH:35]1)=[O:42])[n:19][n:20]2[C:21]([O:22][C:23]([CH3:24])([CH3:25])[CH3:26])=[O:27].[CH3:46][CH2:47][OH:48].[Cl-:45].[ClH:43].[Na+:44].[O:49]1[CH2:50][CH2:51][O:52][CH2:53][CH2:54]1>>[CH3:1][C:2]([CH3:3])([c:4]1[cH:5][cH:6][cH:7][cH:8][cH:9]1)[NH:10][C:11](=[O:12])[c:13]1[s:14][c:15]2[c:16]([n:17]1)[c:18]([NH:28][C:29]([c:30]1[cH:31][cH:32][c:33]([N:36]3[CH2:37][CH2:38][O:39][CH2:40][CH2:41]3)[cH:34][cH:35]1)=[O:42])[n:19][nH:20]2. Starting materials: CC=1C=C(N)C=CC1C (3,4-dimethylaniline), C(CC)N1C(=O)N(C=2N=C(NC2C1=O)C1=CC(=NN1C)OCC(=O)O)CCC (2-[5-(1,3-dipropyl-xanthin-8-yl)-1-methyl-pyrazol-3-yl)oxyacetic acid). The product is CCCN1C2=NC(=C3C=C(NN3C)OCC(=O)NC4=CC(=C(C=C4)C)C)N=C2C(=O)N(C1=O)CCC (AS99). As a reaction SMILES: [CH3:1][C:2]1[CH:3]=[C:4]([CH:6]=[CH:7][C:8]=1[CH3:9])[NH2:5].[CH2:10]([N:13]1[C:22](=[O:23])[C:21]2[NH:20][C:19]([C:24]3[N:28]([CH3:29])[N:27]=[C:26]([O:30][CH2:31][C:32](O)=[O:33])[CH:25]=3)=[N:18][C:17]=2[N:16]([CH2:35][CH2:36][CH3:37])[C:14]1=[O:15])[CH2:11][CH3:12]>>[CH3:37][CH2:36][CH2:35][N:16]1[C:14](=[O:15])[N:13]([CH2:10][CH2:11][CH3:12])[C:22](=[O:23])[C:21]2[C:17]1=[N:18][C:19]([N:20]=2)=[C:24]1[N:28]([CH3:29])[NH:27][C:26]([O:30][CH2:31][C:32]([NH:5][C:4]2[CH:6]=[CH:7][C:8]([CH3:9])=[C:2]([CH3:1])[CH:3]=2)=[O:33])=[CH:25]1. Procedure details: Using 3,4-dimethylaniline and 2-[5-(1,3-dipropyl-xanthin-8-yl)-1-methyl-pyrazol-3-yl)oxyacetic acid (Example 36), according to the method described in Example 36.